describe an organic reaction: reactants, conditions, products, and yield From a dataset of the Open Reaction Database (ORD), a public repository of structured organic reaction records. Reactants: C1(CCCCC1)C1=CC(=C(N)C(=C1)CC)CC (4-cyclohexyl-2,6-diethyl-aniline), O (water), C([O-])([O-])=O.[Ca+2] (calcium carbonate), C(=S)(Cl)Cl (thiophosgene). The solvent is C(Cl)Cl (methylene chloride), C(Cl)Cl (methylene chloride). Product: C1(CCCCC1)C1=CC(=C(C(=C1)CC)N=C=S)CC (4-Cyclohexyl-2,6-diethyl-phenyl isothiocyanate). Reaction SMILES: [CH:1]1([C:7]2[CH:13]=[C:12]([CH2:14][CH3:15])[C:10]([NH2:11])=[C:9]([CH2:16][CH3:17])[CH:8]=2)[CH2:6][CH2:5][CH2:4][CH2:3][CH2:2]1.O.C(=O)([O-])[O-].[Ca+2].[C:24](Cl)(Cl)=[S:25]>C(Cl)Cl>[CH:1]1([C:7]2[CH:8]=[C:9]([CH2:16][CH3:17])[C:10]([N:11]=[C:24]=[S:25])=[C:12]([CH2:14][CH3:15])[CH:13]=2)[CH2:2][CH2:3][CH2:4][CH2:5][CH2:6]1 |f:2.3|. Procedure: 231 g of 4-cyclohexyl-2,6-diethyl-aniline in 300 ml of methylene chloride are added dropwise at 10°-15° C. to a suspension of 600 ml of methylene chloride, 500 ml of water, 200 g of calcium carbonate and 140 g of thiophosgene. The mixture is then heated to the boil, until the evolution of gas has ended. The batch, when cold, is filtered to remove solids, and the methylene chloride layer is dried over calcium chloride and fractionated; boiling point 175°-179° C./1.5 mm Hg; yield 251 g. The reactants are OCCNS(=O)(=O)C1=CC=C(C=C1)C=1C=2C3=C(C(NC2C=CC1OC)=O)SC=C3 (N-(2-hydroxyethyl)-4-(8-methoxy-4-oxo-4,5-dihydrothieno[2,3-c]quinolin-9-yl)benzenesulfonamide), BrB(Br)Br (tribromoborane). Product: BrCCNS(=O)(=O)C1=CC=C(C=C1)C=1C=2C3=C(C(NC2C=CC1O)=O)SC=C3 (N-(2-Bromoethyl)-4-(8-hydroxy-4-oxo-4,5-dihydrothieno[2,3-c]quinolin-9-yl)benzenesulfonamide). Isolated yield 90.9%. RXN SMILES: O[CH2:2][CH2:3][NH:4][S:5]([C:8]1[CH:13]=[CH:12][C:11]([C:14]2[C:15]3[C:16]4[CH:29]=[CH:28][S:27][C:17]=4[C:18](=[O:26])[NH:19][C:20]=3[CH:21]=[CH:22][C:23]=2[O:24]C)=[CH:10][CH:9]=1)(=[O:7])=[O:6].[Br:30]B(Br)Br>>[Br:30][CH2:2][CH2:3][NH:4][S:5]([C:8]1[CH:13]=[CH:12][C:11]([C:14]2[C:15]3[C:16]4[CH:29]=[CH:28][S:27][C:17]=4[C:18](=[O:26])[NH:19][C:20]=3[CH:21]=[CH:22][C:23]=2[OH:24])=[CH:10][CH:9]=1)(=[O:7])=[O:6]. Procedure details: Following General Procedure F, N-(2-hydroxyethyl)-4-(8-methoxy-4-oxo-4,5-dihydrothieno[2,3-c]quinolin-9-yl)benzenesulfonamide (1.7 g, 3.9 mmol) was reacted with tribromoborane (3.7 mL, 24 mmol) to afford the desired product (1.7 g, 91%) as an off-white solid: 1H NMR (500 MHz, DMSO-d6) δ 11.84 (s, 1H), 9.43 (s, 1H), 8.16 (t, J=5.9 Hz, 1H), 7.94 (d, J=8.3 Hz, 2H), 7.75 (d, J=5.4 Hz, 1H), 7.52 (d, J=8.3 Hz, 2H), 7.41 (d, J=8.9 Hz, 1H), 7.19 (d, J=8.9 Hz, 1H), 5.83 (d, J=5.4 Hz, 1H), 3.51 (t, J=6.4 ... The solvent is ClCCCl (1,2-dichloroethane), C(C)(=O)O (acetic acid), C(C)(=O)OCC (ethyl acetate). RXN SMILES: [CH2:1]([N:3]1[C:9](=[O:10])[C:8]([CH3:12])([CH3:11])[C:7](=[O:13])[N:6]([CH3:14])[C:5]2[CH:15]=[C:16]([CH:19]=O)[CH:17]=[CH:18][C:4]1=2)[CH3:2].[N:21]1[CH:26]=[CH:25][CH:24]=[C:23]([CH2:27][CH2:28][NH:29][CH2:30][C:31]2[CH:36]=[CH:35][N:34]=[CH:33][CH:32]=2)[CH:22]=1.C(O[BH-](OC(=O)C)OC(=O)C)(=O)C.[Na+].C(OC(=O)C)C.[ClH:57]>C(OCC)(=O)C.ClCCCl.C(O)(=O)C>[ClH:57].[ClH:57].[ClH:57].[CH2:1]([N:3]1[C:9](=[O:10])[C:8]([CH3:11])([CH3:12])[C:7](=[O:13])[N:6]([CH3:14])[C:5]2[CH:15]=[C:16]([CH2:19][N:29]([CH2:28][CH2:27][C:23]3[CH:22]=[N:21][CH:26]=[CH:25][CH:24]=3)[CH2:30][C:31]3[CH:32]=[CH:33][N:34]=[CH:35][CH:36]=3)[CH:17]=[CH:18][C:4]1=2)[CH3:2] |f:2.3,4.5,9.10.11.12|. Yields the product Cl.Cl.Cl.C(C)N1C2=C(N(C(C(C1=O)(C)C)=O)C)C=C(C=C2)CN(CC2=CC=NC=C2)CCC=2C=NC=CC2 (1-ethyl-3,3,5-trimethyl-7-{[N-(2-pyridin-3-ylethyl)-N-(pyridin-4-ylmethyl)amino]methyl}-1,5-dihydrobenzo[b][1,4]diazepine-2,4-dione trihydrochloride). The reactants are C(C)N1C2=C(N(C(C(C1=O)(C)C)=O)C)C=C(C=C2)C=O (1-Ethyl-3,3,5-trimethyl-2,4-dioxo-2,3,4,5-tetrahydro-1H-benzo[b][1,4]diazepine-7-carbaldehyde), N1=CC(=CC=C1)CCNCC1=CC=NC=C1 ((2-pyridine 3-ylethyl)pyridin-4-ylmethylamine), C(C)OC(C)=O.Cl (hydrogen chloride ethyl acetate), C(C)(=O)O[BH-](OC(C)=O)OC(C)=O.[Na+] (Sodium triacetoxyborohydride). Reported procedure: 1-Ethyl-3,3,5-trimethyl-2,4-dioxo-2,3,4,5-tetrahydro-1H-benzo[b][1,4]diazepine-7-carbaldehyde(0.92 g) and acetic acid(0.1 ml) were added to a 1,2-dichloroethane solution (15 ml) of (2-pyridine 3-ylethyl)pyridin-4-ylmethylamine(0.81 g), and the mixture was stirred for 30 minutes at room temperature. Sodium triacetoxyborohydride(0.90 g) was added, and the mixture was stirred at room temperature overnight. The reaction mixture was condensed under reduced pressure. The residue was purified by silica... Run at time 30 minute. Reactants: [OH-].[Na+] (sodium hydroxide), CN(CCCOC1=C(C=C(C=C1)C1=CC=C(C=C1)C(=O)OCC)C1=CC=2C(CCC(C2C=C1)(C)C)(C)C)C (ethyl 4′-(3-dimethylaminopropoxy)-3′-(5,5,8,8-tetramethyl-5,6,7,8-tetrahydronaphth-2-yl)biphenyl-4-carboxylate). Solvent: O1CCCC1 (tetrahydrofuran). The product is CN(CCCOC1=C(C=C(C=C1)C1=CC=C(C=C1)C(=O)O)C1=CC=2C(CCC(C2C=C1)(C)C)(C)C)C (4′-(3-dimethylaminopropoxy)-3′-(5,5,8,8-tetramethyl-5,6,7,8-tetrahydronaphth-2-yl)biphenyl-4-carboxylic acid), solid. The yield is 90.0%. As a reaction SMILES: [OH-].[Na+].[CH3:3][N:4]([CH3:40])[CH2:5][CH2:6][CH2:7][O:8][C:9]1[CH:14]=[CH:13][C:12]([C:15]2[CH:20]=[CH:19][C:18]([C:21]([O:23]CC)=[O:22])=[CH:17][CH:16]=2)=[CH:11][C:10]=1[C:26]1[CH:35]=[CH:34][C:33]2[C:32]([CH3:37])([CH3:36])[CH2:31][CH2:30][C:29]([CH3:39])([CH3:38])[C:28]=2[CH:27]=1>O1CCCC1>[CH3:40][N:4]([CH3:3])[CH2:5][CH2:6][CH2:7][O:8][C:9]1[CH:14]=[CH:13][C:12]([C:15]2[CH:20]=[CH:19][C:18]([C:21]([OH:23])=[O:22])=[CH:17][CH:16]=2)=[CH:11][C:10]=1[C:26]1[CH:35]=[CH:34][C:33]2[C:32]([CH3:36])([CH3:37])[CH2:31][CH2:30][C:29]([CH3:39])([CH3:38])[C:28]=2[CH:27]=1 |f:0.1|. Procedure details: In a manner similar to that of Example 2a, by reaction of 1.12 g (28 mmol) of sodium hydroxide with 960 mg (1.87 mmol) of ethyl 4′-(3-dimethylaminopropoxy)-3′-(5,5,8,8-tetramethyl-5,6,7,8-tetrahydronaphth-2-yl)biphenyl-4-carboxylate (Example 7a) in 30 ml of tetrahydrofuran. 820 mg of 4′-(3-dimethylaminopropoxy)-3′-(5,5,8,8-tetramethyl-5,6,7,8-tetrahydronaphth-2-yl)biphenyl-4-carboxylic acid are obtained in the form of a white solid (m.p.=199° C., yield=90%). Starting materials: CCCc1ccc(B(O)O)cc1, Cc1ccccc1, CCO, COc1nc(C)cnc1N(C(=O)OCC(C)C)S(=O)(=O)c1cccnc1Cl, [Na+], [Na+], O=C([O-])[O-], O, c1ccc(P(c2ccccc2)(c2ccccc2)[Pd](P(c2ccccc2)(c2ccccc2)c2ccccc2)(P(c2ccccc2)(c2ccccc2)c2ccccc2)P(c2ccccc2)(c2ccccc2)c2ccccc2)cc1. The product is CCCc1ccc(-c2ncccc2S(=O)(=O)N(C(=O)OCC(C)C)c2ncc(C)nc2OC)cc1. RXN SMILES: [CH2:7]([CH2:8][CH3:9])[c:10]1[cH:11][cH:12][c:13]([B:16]([OH:17])[OH:18])[cH:14][cH:15]1.[CH3:127][c:128]1[cH:129][cH:130][cH:131][cH:132][cH:133]1.[CH3:46][CH2:47][OH:48].[Cl:19][c:20]1[n:21][cH:22][cH:23][cH:24][c:25]1[S:26](=[O:27])(=[O:28])[N:29]([c:30]1[n:31][cH:32][c:33]([CH3:38])[n:34][c:35]1[O:36][CH3:37])[C:39](=[O:40])[O:41][CH2:42][CH:43]([CH3:44])[CH3:45].[Na+:1].[Na+:2].[O-:3][C:4](=[O:5])[O-:6].[OH2:49].[cH:50]1[cH:51][cH:52][c:53]([P:54]([Pd:55]([P:56]([c:57]2[cH:58][cH:59][cH:60][cH:61][cH:62]2)([c:63]2[cH:64][cH:65][cH:66][cH:67][cH:68]2)[c:69]2[cH:70][cH:71][cH:72][cH:73][cH:74]2)([P:75]([c:76]2[cH:77][cH:78][cH:79][cH:80][cH:81]2)([c:82]2[cH:83][cH:84][cH:85][cH:86][cH:87]2)[c:88]2[cH:89][cH:90][cH:91][cH:92][cH:93]2)[P:94]([c:95]2[cH:96][cH:97][cH:98][cH:99][cH:100]2)([c:101]2[cH:102][cH:103][cH:104][cH:105][cH:106]2)[c:107]2[cH:108][cH:109][cH:110][cH:111][cH:112]2)([c:113]2[cH:114][cH:115][cH:116][cH:117][cH:118]2)[c:119]2[cH:120][cH:121][cH:122][cH:123][cH:124]2)[cH:125][cH:126]1>>[CH2:7]([CH2:8][CH3:9])[c:10]1[cH:11][cH:12][c:13](-[c:20]2[n:21][cH:22][cH:23][cH:24][c:25]2[S:26](=[O:27])(=[O:28])[N:29]([c:30]2[n:31][cH:32][c:33]([CH3:38])[n:34][c:35]2[O:36][CH3:37])[C:39](=[O:40])[O:41][CH2:42][CH:43]([CH3:44])[CH3:45])[cH:14][cH:15]1. Reactants: ClC1=C(C=NC2=C(C=CC=C12)NC(C1=C(C=CC=C1Cl)Cl)=O)C(=O)OCC (4-chloro-8-(2,6-dichlorobenzoylamino)-3-ethoxycarbonylquinoline), C(C)(=O)O.C(=N)N (formamidine acetate). Run in CN1C(CCC1)=O (N-methylpyrrolidone). Reaction conditions: temperature 130 celsius, time 6 hour. Yields the product ClC1=C(C(=O)NC2=CC=CC=3C4=C(C=NC23)C(NC=N4)=O)C(=CC=C1)Cl (7-(2,6-dichlorobenzoylamino)-3,4-dihydropyrimido[5,4-c]quinolin-4-one). Isolated yield 63.8%. Reaction SMILES: Cl[C:2]1[C:11]2[C:6](=[C:7]([NH:12][C:13](=[O:22])[C:14]3[C:19]([Cl:20])=[CH:18][CH:17]=[CH:16][C:15]=3[Cl:21])[CH:8]=[CH:9][CH:10]=2)[N:5]=[CH:4][C:3]=1[C:23]([O:25]CC)=O.C(O)(=O)C.[CH:32]([NH2:34])=[NH:33]>CN1CCCC1=O>[Cl:20][C:19]1[CH:18]=[CH:17][CH:16]=[C:15]([Cl:21])[C:14]=1[C:13]([NH:12][C:7]1[C:6]2[N:5]=[CH:4][C:3]3[C:23](=[O:25])[NH:34][CH:32]=[N:33][C:2]=3[C:11]=2[CH:10]=[CH:9][CH:8]=1)=[O:22] |f:1.2|. Reported procedure: A mixture of 4-chloro-8-(2,6-dichlorobenzoylamino)-3-ethoxycarbonylquinoline (200 mg), formamidine acetate (246 mg) and N-methylpyrrolidone was stirred for 4 hours at 100° C., for 45 minutes at 120° C. and for 6 hours at 130° C. The mixture was partitioned between water and ethyl acetate. The organic layer was washed with water and evaporated in vacuo. The residue was crystallized from isopropyl alcohol and collected by filtration to give 7-(2,6-dichlorobenzoylamino)-3,4-dihydropyrimido[5,4-c]qu... Reaction SMILES: [CH3:1][O:2][C:3]1[CH:8]=[CH:7][C:6]([N:9]2[C:13]([CH3:14])=[C:12]([C:15]([OH:17])=O)[CH:11]=[N:10]2)=[CH:5][CH:4]=1.[NH2:18][C:19]1[CH:20]=[CH:21][C:22]([N:27]2[CH2:32][CH2:31][CH:30]([N:33]3[CH2:38][CH2:37][O:36][CH2:35][CH2:34]3)[CH2:29][CH2:28]2)=[C:23]([CH:26]=1)[C:24]#[N:25]>>[C:24]([C:23]1[CH:26]=[C:19]([NH:18][C:15]([C:12]2[CH:11]=[N:10][N:9]([C:6]3[CH:5]=[CH:4][C:3]([O:2][CH3:1])=[CH:8][CH:7]=3)[C:13]=2[CH3:14])=[O:17])[CH:20]=[CH:21][C:22]=1[N:27]1[CH2:32][CH2:31][CH:30]([N:33]2[CH2:34][CH2:35][O:36][CH2:37][CH2:38]2)[CH2:29][CH2:28]1)#[N:25]. Product: C(#N)C=1C=C(C=CC1N1CCC(CC1)N1CCOCC1)NC(=O)C=1C=NN(C1C)C1=CC=C(C=C1)OC (N-[3-Cyano-4-(4-morpholinopiperidin-1-yl)phenyl]-1-(4-methoxyphenyl)-5-methylpyrazole-4-carboxamide). Procedure details: By the reaction and treatment in the same manner as in Example 64 using 1-(4-methoxyphenyl)-5-methylpyrazole-4-carboxylic acid (1.0 g) and 5-amino-2-(4-morpholinopiperidin-1-yl) benzonitrile (1.2 g), the title compound (1.3 g) was obtained, melting point: 238° C. The reactants are COC1=CC=C(C=C1)N1N=CC(=C1C)C(=O)O (1-(4-methoxyphenyl)-5-methylpyrazole-4-carboxylic acid), NC=1C=CC(=C(C#N)C1)N1CCC(CC1)N1CCOCC1 (5-amino-2-(4-morpholinopiperidin-1-yl) benzonitrile). Isolated yield 62.0%. Reactants: NC(C(=O)N(C1=CC=CC=C1)C1=CC=CC=C1)C ((RS)-2-amino-N,N-diphenylpropionamide), CC=1C=C(C=CC1)N=C=O (3-methylphenyl isocyanate). Product: CC=1C=C(C=CC1)NC(NC(C(=O)N(C1=CC=CC=C1)C1=CC=CC=C1)C)=O ((RS)-2-[3-(3-methylphenyl)ureido]-N,N-diphenylpropionamide). The yield is 43.2%. Reaction SMILES: [NH2:1][CH:2]([CH3:18])[C:3]([N:5]([C:12]1[CH:17]=[CH:16][CH:15]=[CH:14][CH:13]=1)[C:6]1[CH:11]=[CH:10][CH:9]=[CH:8][CH:7]=1)=[O:4].[CH3:19][C:20]1[CH:21]=[C:22]([N:26]=[C:27]=[O:28])[CH:23]=[CH:24][CH:25]=1>>[CH3:19][C:20]1[CH:21]=[C:22]([NH:26][C:27](=[O:28])[NH:1][CH:2]([CH3:18])[C:3]([N:5]([C:12]2[CH:17]=[CH:16][CH:15]=[CH:14][CH:13]=2)[C:6]2[CH:11]=[CH:10][CH:9]=[CH:8][CH:7]=2)=[O:4])[CH:23]=[CH:24][CH:25]=1. Reported procedure: Working in a manner similar to that described in Example 1, but starting with (RS)-2-amino-N,N-diphenylpropionamide (1.2 g) and 3-methylphenyl isocyanate (0.66 g), and after recrystallization in methanol, (RS)-2-[3-(3-methylphenyl)ureido]-N,N-diphenylpropionamide (0.8 g), m.p. 197° C., is obtained.